Task: describe an organic reaction: reactants, conditions, products, and yield. Dataset: the Open Reaction Database (ORD), a public repository of structured organic reaction records Reactants: CN(C(=O)C1CC1)OC (cyclopropanecarboxylic acid N,O-dimethylhydroxylamide), [Na+].[Cl-] (NaCl), CS(=O)(=O)O.FC1=CC=C(C(=O)C2=C(C=CC=C2)N)C=C1 (4-Fluoro-2′-aminobenzophenone methansulfonic acid salt), C(C)(C)NC(C)C (diisopropylamine), C(CCC)[Li] (butyllithium), C(\C=C\C)(=O)O (crotonic acid), Cl (HCl). Solvent: O (water), C1CCOC1 (THF), C1CCOC1 (THF), C(C)(=O)O (acetic acid), C1CCOC1 (THF), C1CCOC1 (THF). Run at temperature 0 celsius. Product: C1(CC1)C1=NC2=CC=CC=C2C(=C1/C=C/C(=O)O)C1=CC=C(C=C1)F ((E)-3-[2-cyclopropyl-4-(4-fluoro-phenyl)-quinolin-3-yl]-acrylic acid). Reaction SMILES: C(NC(C)C)(C)C.[CH2:8]([Li])[CH2:9][CH2:10][CH3:11].[C:13]([OH:18])(=[O:17])/[CH:14]=[CH:15]/[CH3:16].CN(OC)C(C1CC1)=O.[Na+].[Cl-].Cl.CS(O)(=O)=O.[F:36][C:37]1[CH:51]=[CH:50][C:40]([C:41]([C:43]2[CH:48]=[CH:47][CH:46]=[CH:45][C:44]=2[NH2:49])=O)=[CH:39][CH:38]=1>C1COCC1.O.C(O)(=O)C>[CH:10]1([C:11]2[C:16](/[CH:15]=[CH:14]/[C:13]([OH:18])=[O:17])=[C:41]([C:40]3[CH:50]=[CH:51][C:37]([F:36])=[CH:38][CH:39]=3)[C:43]3[C:44](=[CH:45][CH:46]=[CH:47][CH:48]=3)[N:49]=2)[CH2:8][CH2:9]1 |f:4.5,7.8|. Procedure details: To a mixture of diisopropylamine (2.42 g, 24.0 mmol) and 8.88 ml (24.0 mmol) butyllithium (2.7M in Heptan) in THF (20 ml) at −70° C. is added a soln. of crotonic acid (1.03 g, 12.0 mmol) in THF (10.0 ml). After stirring at −70° C. and 0° C., a soln. of cyclopropanecarboxylic acid N,O-dimethylhydroxylamide (1.29 g, 10.0 mmol) in THF (10.0 ml) is added. The solution is heated to 48° C. After cooling to −50° C., a solution of glacial acetic acid (5 ml) in THF (10 ml), and 20% aq. NaCl (25 ml) are s... Reactants: CCCCCC (hexane), [H-].[K+] (potassium hydride), COC(C1=C(C=C(C=C1)F)Cl)=O (2-chloro-4-fluorobenzoic acid methyl ester), CC1=NNC=C1 (3-methyl pyrazole). Run in CN(C=O)C (dimethylformamide). Reaction conditions: temperature 130 celsius. The product is COC(C1=C(C=C(C=C1)N1N=C(C=C1)C)Cl)=O (2-Chloro-4-(3-methyl-1H-pyrazol-1-yl)-benzoic acid methyl ester). Isolated yield 82.8%. RXN SMILES: CCCCCC.[H-].[K+].[CH3:9][C:10]1[CH:14]=[CH:13][NH:12][N:11]=1.[CH3:15][O:16][C:17](=[O:26])[C:18]1[CH:23]=[CH:22][C:21](F)=[CH:20][C:19]=1[Cl:25]>CN(C)C=O>[CH3:15][O:16][C:17](=[O:26])[C:18]1[CH:23]=[CH:22][C:21]([N:12]2[CH:13]=[CH:14][C:10]([CH3:9])=[N:11]2)=[CH:20][C:19]=1[Cl:25] |f:1.2|. Reported procedure: Under anhydrous conditions a stirred suspension of hexane washed potassium hydride (0.424 g, 10.6 mmol) in 5 mL of dimethylformamide was treated in one portion with 3-methyl pyrazole (0.85 mL, 10.6 mmol). After the gas evolution ceased, 2-chloro-4-fluorobenzoic acid methyl ester (2.0 g, 10.6 mmol) was added to the clear solution. The mixture was heated at 130° C. for 15 minutes, cooled, and partitioned between ethyl acetate and brine. The organic layer was washed with water and brine, and dried ...